From a dataset of the Open Reaction Database (ORD), a public repository of structured organic reaction records. describe an organic reaction: reactants, conditions, products, and yield Reactants: BrCc1ccc(Br)cc1, COc1ccc(C2CNC(=O)CO2)cc1OC1CCCC1. The product is COc1ccc(C2CN(Cc3ccc(Br)cc3)C(=O)CO2)cc1OC1CCCC1. RXN SMILES: [Br:22][c:23]1[cH:24][cH:25][c:26]([CH2:27][Br:28])[cH:29][cH:30]1.[CH:1]1([O:6][c:7]2[cH:8][c:9]([CH:15]3[O:16][CH2:17][C:18](=[O:21])[NH:19][CH2:20]3)[cH:10][cH:11][c:12]2[O:13][CH3:14])[CH2:2][CH2:3][CH2:4][CH2:5]1>>[CH:1]1([O:6][c:7]2[cH:8][c:9]([CH:15]3[O:16][CH2:17][C:18](=[O:21])[N:19]([CH2:27][c:26]4[cH:25][cH:24][c:23]([Br:22])[cH:30][cH:29]4)[CH2:20]3)[cH:10][cH:11][c:12]2[O:13][CH3:14])[CH2:2][CH2:3][CH2:4][CH2:5]1. Reaction SMILES: [CH3:21][CH2:22][OH:23].[Na+:20].[O:1]1[CH2:2][CH2:3][CH:4]([O:7][c:8]2[cH:9][cH:10][c:11]([C:12](=[O:13])[O:14][CH2:15][CH3:16])[cH:17][cH:18]2)[CH2:5][CH2:6]1.[OH-:19]>>[O:1]1[CH2:2][CH2:3][CH:4]([O:7][c:8]2[cH:9][cH:10][c:11]([C:12](=[O:13])[OH:14])[cH:17][cH:18]2)[CH2:5][CH2:6]1. The reactants are CCO, [Na+], CCOC(=O)c1ccc(OC2CCOCC2)cc1, [OH-]. The product is O=C(O)c1ccc(OC2CCOCC2)cc1.